Dataset: the Open Reaction Database (ORD), a public repository of structured organic reaction records. Task: describe an organic reaction: reactants, conditions, products, and yield The reactants are ClCCl, FC1=CC(F)=NN(F)N1, NC1(c2nc(Cl)ccc2C(=O)O)CCCC1, c1ccncc1. The product is [F-], NC1(c2nc(Cl)ccc2C(=O)O)CCCC1. Reaction SMILES: [Cl:32][CH2:33][Cl:34].[F:7][N:8]1[N:9]=[C:10]([F:11])[CH:12]=[C:13]([F:14])[NH:15]1.[NH2:16][C:17]1([c:22]2[c:23]([C:24](=[O:25])[OH:26])[cH:27][cH:28][c:29]([Cl:31])[n:30]2)[CH2:18][CH2:19][CH2:20][CH2:21]1.[cH:1]1[cH:2][cH:3][n:4][cH:5][cH:6]1>>[F-:7].[NH2:16][C:17]1([c:22]2[c:23]([C:24](=[O:25])[OH:26])[cH:27][cH:28][c:29]([Cl:31])[n:30]2)[CH2:18][CH2:19][CH2:20][CH2:21]1. Reactants: CCC(CC)C(=O)Cl, ClCCl, CCC(CC)C(=O)N(c1ccccc1)C1CCN(c2ccc(N)cc2F)CC1. Yields the product CCC(CC)C(=O)Nc1ccc(N2CCC(N(C(=O)C(CC)CC)c3ccccc3)CC2)c(F)c1. RXN SMILES: [CH2:29]([CH3:30])[CH:31]([C:32](=[O:33])[Cl:34])[CH2:35][CH3:36].[Cl:37][CH2:38][Cl:39].[NH2:1][c:2]1[cH:3][c:4]([F:28])[c:5]([N:8]2[CH2:9][CH2:10][CH:11]([N:14]([C:15]([CH:16]([CH2:17][CH3:18])[CH2:19][CH3:20])=[O:21])[c:22]3[cH:23][cH:24][cH:25][cH:26][cH:27]3)[CH2:12][CH2:13]2)[cH:6][cH:7]1>>[NH:1]([c:2]1[cH:3][c:4]([F:28])[c:5]([N:8]2[CH2:9][CH2:10][CH:11]([N:14]([C:15]([CH:16]([CH2:17][CH3:18])[CH2:19][CH3:20])=[O:21])[c:22]3[cH:23][cH:24][cH:25][cH:26][cH:27]3)[CH2:12][CH2:13]2)[cH:6][cH:7]1)[C:32]([CH:31]([CH2:29][CH3:30])[CH2:35][CH3:36])=[O:33]. Reactants: NC1=C(C=C(C=C1)C(C(=O)OCC)CC(C)C)OCC1CC1 (ethyl 2-(4-amino-3-(cyclopropylmethoxy)phenyl)-4-methylpentanoate), C1CC(=O)N(C1=O)Br (NBS). The solvent is O (water), C(Cl)(Cl)(Cl)Cl (CCl4). Yields the product NC1=C(C=C(C=C1OCC1CC1)C(C(=O)OCC)CC(C)C)Br (ethyl 2-(4-amino-3-bromo-5-(cyclopropylmethoxy)phenyl)-4-methylpentanoate). Isolated yield 72.3%. As a reaction SMILES: [NH2:1][C:2]1[CH:7]=[CH:6][C:5]([CH:8]([CH2:14][CH:15]([CH3:17])[CH3:16])[C:9]([O:11][CH2:12][CH3:13])=[O:10])=[CH:4][C:3]=1[O:18][CH2:19][CH:20]1[CH2:22][CH2:21]1.C1C(=O)N([Br:30])C(=O)C1>C(Cl)(Cl)(Cl)Cl.O>[NH2:1][C:2]1[C:3]([O:18][CH2:19][CH:20]2[CH2:22][CH2:21]2)=[CH:4][C:5]([CH:8]([CH2:14][CH:15]([CH3:17])[CH3:16])[C:9]([O:11][CH2:12][CH3:13])=[O:10])=[CH:6][C:7]=1[Br:30]. Reported procedure: To a stirred solution of ethyl 2-(4-amino-3-(cyclopropylmethoxy)phenyl)-4-methylpentanoate (1.65 g, 5.4 mmol) in dry CCl4 (60 mL), NBS (0.96 g, 5.4 mmol) was added at 0° C. The reaction mixture was allowed to stir for 3 at room temperature to complete the reaction. The reaction mixture was diluted with water, extracted with DCM (2×50 mL), the combined organic solvents was dried over Na2SO4, filtered and concentrated in vacuo. The crude reaction mixture was purified by column chromatography to yi... Starting materials: B(Br)(Br)Br (boron tribromide), C1(=CC=CC=C1)CO (benzenemethanol), 5-(3-chlorophenyl-3-(1,2,3,4-tetrahydro-6,7-dimethoxy)naphthalen-2-yl)-2-oxazolidinone, NCC(O)C1=CC(=CC=C1)Cl (2-amino-1-(m-chlorophenyl)ethanol), COC=1C=C2CCC(CC2=CC1OC)=O (6,7-dimethoxy-2-tetralone), C(#N)[BH3-].[Na+] (sodium cyanoborohydride). The solvent is C(Cl)Cl (methylene chloride), O (water), CO (methyl alcohol). Reaction conditions: time 18 hour. Product: ClC=1C=C(C=CC1)C1CN(C(O1)=O)C1CC2=CC(=C(C=C2CC1)O)O (5-(3-chlorophenyl)-3-(1,2,3,4-tetrahydro-6,7-dihydroxynaphthalen-2-yl)-2-oxazolidinone). Reaction SMILES: [NH2:1][CH2:2][CH:3]([C:5]1[CH:10]=[CH:9][CH:8]=[C:7]([Cl:11])[CH:6]=1)[OH:4].C[O:13][C:14]1[CH:15]=[C:16]2[C:21](=[CH:22][C:23]=1[O:24]C)[CH2:20][C:19](=O)[CH2:18][CH2:17]2.C([BH3-])#N.[Na+].C1([CH2:37][OH:38])C=CC=CC=1.B(Br)(Br)Br>CO.C(Cl)Cl.O>[Cl:11][C:7]1[CH:6]=[C:5]([CH:3]2[O:4][C:37](=[O:38])[N:1]([CH:18]3[CH2:19][CH2:20][C:21]4[C:16](=[CH:15][C:14]([OH:13])=[C:23]([OH:24])[CH:22]=4)[CH2:17]3)[CH2:2]2)[CH:10]=[CH:9][CH:8]=1 |f:2.3|. Procedure: A mixture of 0.83 g of 2-amino-1-(m-chlorophenyl)ethanol, 1.0 g of 6,7-dimethoxy-2-tetralone and 0.85 g of sodium cyanoborohydride in 25 ml of methyl alcohol is stirred at room temperature for 18 hours. The reaction mixture is poured into water and a product residue is isolated. This residue is purified by flash chromatography to give 0.80 g of 3-chloro-α- (1,2,3,4-tetrahydro-6,7-dimethoxy)naphthalen-2-yl)amino!methyl!benzenemethanol, which is in turn converted to 5-(3-chlorophenyl-3-(1,2,3,4-te... Starting materials: C(C)N1C([C@@H](N(C2=CC=C(C=C12)F)S(=O)(=O)C1=CC=C(C=C1)OC)CC)=O ((3S)-1,3-Diethyl-7-fluoro-4-[(4-methoxyphenyl)sulfonyl]-3,4-dihydroquinoxalin-2(1H)-one), C(C)[C@H]1C(N(C2=CC(=CC=C2N1S(=O)(=O)C1=CC=C(C=C1)O)F)C)=O ((3S)-3-ethyl-7-fluoro-4-[(4-hydroxyphenyl)sulfonyl]-1-methyl-3,4-dihydroquinoxalin-2(1H)-one). Yields the product C(C)N1C([C@@H](N(C2=CC=C(C=C12)F)S(=O)(=O)C1=CC=C(C=C1)O)CC)=O ((3S)-1,3-Diethyl-7-fluoro-4-[(4-hydroxyphenyl)sulfonyl]-3,4-dihydroquinoxalin-2(1 h)-one). As a reaction SMILES: [CH2:1]([N:3]1[C:12]2[C:7](=[CH:8][CH:9]=[C:10]([F:13])[CH:11]=2)[N:6]([S:14]([C:17]2[CH:22]=[CH:21][C:20]([O:23]C)=[CH:19][CH:18]=2)(=[O:16])=[O:15])[C@@H:5]([CH2:25][CH3:26])[C:4]1=[O:27])[CH3:2].C([C@@H]1N(S(C2C=CC(O)=CC=2)(=O)=O)C2C(=CC(F)=CC=2)N(C)C1=O)C>>[CH2:1]([N:3]1[C:12]2[C:7](=[CH:8][CH:9]=[C:10]([F:13])[CH:11]=2)[N:6]([S:14]([C:17]2[CH:22]=[CH:21][C:20]([OH:23])=[CH:19][CH:18]=2)(=[O:16])=[O:15])[C@@H:5]([CH2:25][CH3:26])[C:4]1=[O:27])[CH3:2]. Reported procedure: (3S)-1,3-Diethyl-7-fluoro-4-[(4-methoxyphenyl)sulfonyl]-3,4-dihydroquinoxalin-2(1H)-one was treated according to the procedure for the preparation of (3S)-3-ethyl-7-fluoro-4-[(4-hydroxyphenyl)sulfonyl]-1-methyl-3,4-dihydroquinoxalin-2(1H)-one (see Example 29) to yield (3S)-1,3-Diethyl-7-fluoro-4-[(4-hydroxyphenyl)sulfonyl]-3,4-dihydroquinoxalin-2(1 h)-one. MS (ESI) m/z 379 ([M+H]+); MS (ESI) m/z 377 ([M−H]−). Reactants: ClC=1C=CC2=C(C=CC3=C(N=C(N3CCO)C)C2=O)C1 (7-Chloro-1-(2-hydroxyethyl)-2-methyl-4H-benzo[5,6]cyclohepta[1,2-d]imidazol-4-one), [BH4-].[Na+] (sodium borohydride). Reagents/catalysts: CC(=O)C (acetone). The solvent is C(C)O (ethanol). The product is ClC=1C=CC2=C(C=CC3=C(N=C(N3CCO)C)C2O)C1 ((±)-7-Chloro-1-(2-hydroxyethyl)-2-methyl-4H-benzo[5,6]cyclohepta[1,2-d]imidazol-4-ol). As a reaction SMILES: [Cl:1][C:2]1[CH:3]=[CH:4][C:5]2[C:18](=[O:19])[C:10]3[N:11]=[C:12]([CH3:17])[N:13]([CH2:14][CH2:15][OH:16])[C:9]=3[CH:8]=[CH:7][C:6]=2[CH:20]=1.[BH4-].[Na+]>C(O)C.CC(C)=O>[Cl:1][C:2]1[CH:3]=[CH:4][C:5]2[CH:18]([OH:19])[C:10]3[N:11]=[C:12]([CH3:17])[N:13]([CH2:14][CH2:15][OH:16])[C:9]=3[CH:8]=[CH:7][C:6]=2[CH:20]=1 |f:1.2|. Procedure: A mixture of the product of step (i) (0.79 g) in ethanol (100 ml) was treated with sodium borohydride (0.207 g) followed by heating at reflux for 4 hours. The mixture was treated with a few drops of acetone and then concentrated under reduced pressure to dryness. Used directly in the next step. Starting materials: Br (hydrogen bromide), BrBr (bromine), FC(C=1OC(=C(N1)C(C)=O)C)(F)F (2-Trifluoromethyl-5-methyl-4-acetyl-oxazole). Solvent: C(C)(=O)O (acetic acid), C(C)(=O)O (acetic acid), C(C)(=O)O (acetic acid). Conditions: temperature 80 celsius. Yields the product FC(C=1OC(=C(N1)C(CBr)=O)C)(F)F (2-Trifluoromethyl-5-methyl-4-bromoacetyl-oxazole). RXN SMILES: [F:1][C:2]([F:13])([F:12])[C:3]1[O:4][C:5]([CH3:11])=[C:6]([C:8](=[O:10])[CH3:9])[N:7]=1.[BrH:14].BrBr>C(O)(=O)C>[F:13][C:2]([F:1])([F:12])[C:3]1[O:4][C:5]([CH3:11])=[C:6]([C:8](=[O:10])[CH2:9][Br:14])[N:7]=1. Procedure details: 3.8 g (0.02 mol) of 2-Trifluoromethyl-5-methyl-4-acetyl-oxazole are dissolved in 30 ml of glacial acetic acid, and 3 ml of a 33% strength solution of hydrogen bromide in glacial acetic acid are added. The mixture is heated to 80° C. and, over the course of 1 hour, a solution of 3.2 g (0.02 mol) of bromine in 10 ml of glacial acetic acid is added. After a further 30 minutes the glacial acetic acid is removed. The residue which remains is a dark oil which is reacted further as the crude product. Reactants: CC(=O)N1CCC(=NNC(=O)c2ccccc2)CC1, CCOCC, CC(=O)O. Product: CC(=O)N1CCC(NNC(=O)c2ccccc2)CC1. As a reaction SMILES: [C:1]([CH3:2])(=[O:3])[N:4]1[CH2:5][CH2:6][C:7](=[N:10][NH:11][C:12]([c:13]2[cH:14][cH:15][cH:16][cH:17][cH:18]2)=[O:19])[CH2:8][CH2:9]1.[CH2:20]([O:21][CH2:22][CH3:23])[CH3:24].[CH3:25][C:26](=[O:27])[OH:28]>>[C:1]([CH3:2])(=[O:3])[N:4]1[CH2:5][CH2:6][CH:7]([NH:10][NH:11][C:12]([c:13]2[cH:14][cH:15][cH:16][cH:17][cH:18]2)=[O:19])[CH2:8][CH2:9]1. The reactants are COC1=C(C=CC(=C1)CO)C1=CC=CC=C1 ((2-Methoxy-biphenyl-4-yl)-methanol), O=S(Cl)Cl (SOCl2). Run in C(Cl)Cl (CH2Cl2). Reaction conditions: temperature 0 celsius. Yields the product ClCC1=CC(=C(C=C1)C1=CC=CC=C1)OC (4-Chloromethyl-2-methoxy-biphenyl). As a reaction SMILES: [CH3:1][O:2][C:3]1[CH:8]=[C:7]([CH2:9]O)[CH:6]=[CH:5][C:4]=1[C:11]1[CH:16]=[CH:15][CH:14]=[CH:13][CH:12]=1.O=S(Cl)[Cl:19]>C(Cl)Cl>[Cl:19][CH2:9][C:7]1[CH:6]=[CH:5][C:4]([C:11]2[CH:16]=[CH:15][CH:14]=[CH:13][CH:12]=2)=[C:3]([O:2][CH3:1])[CH:8]=1. Reported procedure: (2-Methoxy-biphenyl-4-yl)-methanol (170 mg, 0.79 mmol) [PCT Int. Appl. 1999, WO 9955726 A1 19991104] is dissolved in CH2Cl2 (2 mL) and cooled to 0° C. SOCl2 (1 mL) is then added dropwise. The mixture is then allowed to stir till no starting material left. The volatiles were then removed and the crude product is employed in the next step directly. The solvent is CS(=O)C (dimethylsulfoxide), O (water), O (water). Procedure: To a stirred solution of 1-[3-(2-chloro-10H-phenothiazin-10-yl)propyl]-4-(2-chloroethyl) piperazine (24 g) and 14.5 g of 4-(3-phthalimidopropyloxy)phenol in dimethylsulfoxide (500 ml) at 50° under nitrogen was added sodium hydroxide (1.9 g) in water (15 ml), and the solution was stirred for 5 hours 55°-60°. After standing at room temperature overnight, the reaction was poured into water (1 L) and the oil was extracted using ethyl acetate. The extract dried over sodium sulfate was evaporated in v... The product is ClC1=CC=2N(C3=CC=CC=C3SC2C=C1)CCCN1CCN(CC1)CCOC1=CC=C(C=C1)OCCCN1C(C=2C(C1=O)=CC=CC2)=O (1-[3-(2-chloro-10H-phenothiazin-10-yl)propyl]-4-[2 -[4-(3-phthalimidopropyloxy)phenoxy]ethyl]piperazine). The reactants are ClC1=CC=2N(C3=CC=CC=C3SC2C=C1)CCCN1CCN(CC1)CCCl (1-[3-(2-chloro-10H-phenothiazin-10-yl)propyl]-4-(2-chloroethyl) piperazine), C1(C=2C(C(N1CCCOC1=CC=C(C=C1)O)=O)=CC=CC2)=O (4-(3-phthalimidopropyloxy)phenol), [OH-].[Na+] (sodium hydroxide). Conditions: time 5 hour. Isolated yield 6.0%. As a reaction SMILES: [Cl:1][C:2]1[CH:15]=[CH:14][C:13]2[S:12][C:11]3[C:6](=[CH:7][CH:8]=[CH:9][CH:10]=3)[N:5]([CH2:16][CH2:17][CH2:18][N:19]3[CH2:24][CH2:23][N:22]([CH2:25][CH2:26]Cl)[CH2:21][CH2:20]3)[C:4]=2[CH:3]=1.[C:28]1(=[O:49])[N:32]([CH2:33][CH2:34][CH2:35][O:36][C:37]2[CH:42]=[CH:41][C:40]([OH:43])=[CH:39][CH:38]=2)[C:31](=[O:44])[C:30]2=[CH:45][CH:46]=[CH:47][CH:48]=[C:29]12.[OH-].[Na+]>CS(C)=O.O>[Cl:1][C:2]1[CH:15]=[CH:14][C:13]2[S:12][C:11]3[C:6](=[CH:7][CH:8]=[CH:9][CH:10]=3)[N:5]([CH2:16][CH2:17][CH2:18][N:19]3[CH2:20][CH2:21][N:22]([CH2:25][CH2:26][O:43][C:40]4[CH:39]=[CH:38][C:37]([O:36][CH2:35][CH2:34][CH2:33][N:32]5[C:28](=[O:49])[C:29]6=[CH:48][CH:47]=[CH:46][CH:45]=[C:30]6[C:31]5=[O:44])=[CH:42][CH:41]=4)[CH2:23][CH2:24]3)[C:4]=2[CH:3]=1 |f:2.3|.